This data is from the Open Reaction Database (ORD), a public repository of structured organic reaction records. The task is: describe an organic reaction: reactants, conditions, products, and yield Starting materials: CNC=1C=C(C=CC1[N+](=O)[O-])C (3-(N-Methylamino)-4-nitrotoluene). The reagents and catalysts are [C].[Pd] (palladium carbon). Run in CO (methanol). The product is NC1=C(C=C(C=C1)C)NC (1-amino-4-methyl-2-(N-methylamino)benzene). Isolated yield 101.3%. As a reaction SMILES: [CH3:1][NH:2][C:3]1[CH:4]=[C:5]([CH3:12])[CH:6]=[CH:7][C:8]=1[N+:9]([O-])=O>CO.[C].[Pd]>[NH2:9][C:8]1[CH:7]=[CH:6][C:5]([CH3:12])=[CH:4][C:3]=1[NH:2][CH3:1] |f:2.3|. Procedure: 3-(N-Methylamino)-4-nitrotoluene (7.95 g) was catalytically reduced in a solution in 200 ml of methanol using 1.0 g of 10% palladium carbon as a catalyst. After the catalyst was filtered off, the reaction solution was concentrated under reduced pressure to give 6.60 g (101%) of 1-amino-4-methyl-2-(N-methylamino)benzene. Yields the product Cl.IC1=CC=C2C(CNC2=C1)(C)C (6-iodo-3,3-dimethylindoline hydrochloride). As a reaction SMILES: [I:1][C:2]1[CH:10]=[C:9]2[C:5]([C:6]([CH3:15])([CH3:14])[CH2:7][N:8]2C(=O)C)=[CH:4][CH:3]=1.[ClH:16]>CO>[ClH:16].[I:1][C:2]1[CH:10]=[C:9]2[C:5]([C:6]([CH3:15])([CH3:14])[CH2:7][NH:8]2)=[CH:4][CH:3]=1 |f:3.4|. The solvent is CO (MeOH). Starting materials: IC1=CC=C2C(CN(C2=C1)C(C)=O)(C)C (1-(6-Iodo-3,3-dimethylindolin-1-yl)ethanone), Cl (HCl). Procedure: 1-(6-Iodo-3,3-dimethylindolin-1-yl)ethanone (6.95 g, 22.08 mmol) was combined with MeOH and concentrated HCl (25 mL, 300 mmol). The solution was heated at a gentle reflux for 1 h before it was cooled to rt. After cooling the solution to 0° C. a white solid was filtered off to give 6-iodo-3,3-dimethylindoline hydrochloride. The HCl salt was neutralized to give 6-iodo-3,3-dimethylindoline hydrochloride. Mass Spectrum (ESI) m/e=274.0 (M+1). Starting materials: ClC1=CC(=CC=C1)C(=O)OO (m-chloroperbenzoic acid), FC(C(C(C(C(C(C(C(F)(F)F)(F)F)(F)F)(F)F)(F)F)(F)F)(F)F)(SC1=C(C=CC=C1)C1=CC=CC=C1)F (2-(perfluorooctylthio)biphenyl). Run in C(Cl)Cl (methylene chloride). Product: FC(C(C(C(C(C(C(C(F)(F)F)(F)F)(F)F)(F)F)(F)F)(F)F)(F)F)(S(=O)C1=C(C=CC=C1)C1=CC=CC=C1)F (2-(perfluorooctylsulfinyl)biphenyl). The yield is 99.7%. Reaction SMILES: ClC1C=CC=C(C(OO)=[O:9])C=1.[F:12][C:13]([F:49])([S:36][C:37]1[CH:42]=[CH:41][CH:40]=[CH:39][C:38]=1[C:43]1[CH:48]=[CH:47][CH:46]=[CH:45][CH:44]=1)[C:14]([F:35])([F:34])[C:15]([F:33])([F:32])[C:16]([F:31])([F:30])[C:17]([F:29])([F:28])[C:18]([F:27])([F:26])[C:19]([F:25])([F:24])[C:20]([F:23])([F:22])[F:21]>C(Cl)Cl>[F:49][C:13]([F:12])([S:36]([C:37]1[CH:42]=[CH:41][CH:40]=[CH:39][C:38]=1[C:43]1[CH:48]=[CH:47][CH:46]=[CH:45][CH:44]=1)=[O:9])[C:14]([F:34])([F:35])[C:15]([F:33])([F:32])[C:16]([F:31])([F:30])[C:17]([F:29])([F:28])[C:18]([F:27])([F:26])[C:19]([F:25])([F:24])[C:20]([F:23])([F:22])[F:21]. Procedure details: Under ice cooling, 3.57g (14.5 mmol) of m-chloroperbenzoic acid was added little by little to a solution of 8.76 g (14.5 mmol) of 2-(perfluorooctylthio)biphenyl in 50 ml of methylene chloride with stirring. The mixture was stirred overnight at room temperature. The precipitate in the reaction mixture was removed by filtration, and the filtrate was concentrated under reduced pressure. The residue was purified by silica gel column chromatography using hexane as an eluent to give 8.97 g (100%) of 2... Reactants: IC=1C=C(C(=O)OC)C=CC1O (Methyl 3-Iodo-4-hydroxybenzoate), COC1=CC=C(C=C1)C#C (4-Methoxyphenylacetylene), Cl (HCl). Reagents/catalysts: Cl[Pd]([P](C1=CC=CC=C1)(C2=CC=CC=C2)C3=CC=CC=C3)([P](C4=CC=CC=C4)(C5=CC=CC=C5)C6=CC=CC=C6)Cl (Pd(Cl)2(PPh3)2). Solvent: CN(C)C=O.N1CCCCC1 (DMF Piperidine). Reaction conditions: temperature 6 celsius, time 2 hour. Product: COC(=O)C=1C=CC2=C(C=C(O2)C2=CC=C(C=C2)OC)C1 (2-(4-Methoxy-phenyl)-benzofuran-5-carboxylic acid methyl ester). The yield is 70.8%. RXN SMILES: I[C:2]1[CH:3]=[C:4]([CH:9]=[CH:10][C:11]=1[OH:12])[C:5]([O:7][CH3:8])=[O:6].[CH3:13][O:14][C:15]1[CH:20]=[CH:19][C:18]([C:21]#[CH:22])=[CH:17][CH:16]=1.Cl>CN(C=O)C.N1CCCCC1.Cl[Pd](Cl)([P](C1C=CC=CC=1)(C1C=CC=CC=1)C1C=CC=CC=1)[P](C1C=CC=CC=1)(C1C=CC=CC=1)C1C=CC=CC=1>[CH3:8][O:7][C:5]([C:4]1[CH:9]=[CH:10][C:11]2[O:12][C:21]([C:18]3[CH:19]=[CH:20][C:15]([O:14][CH3:13])=[CH:16][CH:17]=3)=[CH:22][C:2]=2[CH:3]=1)=[O:6] |f:3.4,^1:37,56|. Reported procedure: A mixture of Methyl 3-Iodo-4-hydroxybenzoate (0.7 g, 2.5 mmol), 4-Methoxyphenylacetylene (0.33 g, 2.5 mmol), Pd(Cl)2(PPh3)2 (0.05 g) and Cul (0.03 g) in DMF/Piperidine (20 ml) was heated at 6° C. After 2 hr, the reaction was cooled and poured into 2N HCl. The aqueous layer was extracted with EtOAc and then separated, dried, concentrated to give a solid. The solid was triturated with MeOH, filtered to give 142 (0.5 g, 71%): Mp=157–159° C.; 1H NMR (CDCl3) δ 8.28 (d, 1 H, J=1.3 Hz), 7.97 (dd, 1 H, ... The reactants are C(C)(=O)N1C(C(C2=CC(=CC=C12)[N+](=O)[O-])=C(C1=CC=CC=C1)OCC)=O (1-acetyl-3-(1-ethoxy-1-phenyl-methylidene)-5-nitro-2-indolinone), BrC1=CC=C(N)C=C1 (4-bromo-aniline). Solvent: CN(C)C=O (DMF). Product: BrC1=CC=C(N\C(\C2=CC=CC=C2)=C\2/C(NC3=CC=C(C=C23)[N+](=O)[O-])=O)C=C1 (3-[(Z)-1-(4-bromo-anilino)-1-phenylmethylidene]-5-nitro-2-indolinone). RXN SMILES: C([N:4]1[C:12]2[C:7](=[CH:8][C:9]([N+:13]([O-:15])=[O:14])=[CH:10][CH:11]=2)[C:6](=[C:16](OCC)[C:17]2[CH:22]=[CH:21][CH:20]=[CH:19][CH:18]=2)[C:5]1=[O:26])(=O)C.[Br:27][C:28]1[CH:34]=[CH:33][C:31]([NH2:32])=[CH:30][CH:29]=1>CN(C=O)C>[Br:27][C:28]1[CH:34]=[CH:33][C:31]([NH:32]/[C:16](=[C:6]2\[C:5](=[O:26])[NH:4][C:12]3[C:7]\2=[CH:8][C:9]([N+:13]([O-:15])=[O:14])=[CH:10][CH:11]=3)/[C:17]2[CH:18]=[CH:19][CH:20]=[CH:21][CH:22]=2)=[CH:30][CH:29]=1. Procedure: Prepared by reacting 1-acetyl-3-(1-ethoxy-1-phenyl-methylidene)-5-nitro-2-indolinone with 1.5 equivalents of 4-bromo-aniline in DMF (110° C., for 2 hours), subsequent treatment with piperidine (20° C., 0.5 hours) and precipitation with water. Reactants: CCOCC (ether), N1C=NC=C1 (Imidazole), CON=C(C1=C(C=CC=C1)OCC1=C(C=C(C=C1)Cl)Cl)Cl (α-chloro-2-(2,4-dichlorobenzyloxy)benzaldehyde O-methyloxime), [H-].[Na+] (sodium hydride). Run in CN(C)C=O (DMF). Run at time 10 minute. Yields the product CON=C(C1=C(C=CC=C1)OCC1=C(C=C(C=C1)Cl)Cl)N1C=NC=C1 (2-(2,4-dichlorobenzyloxy)-α-(1-imidazolyl)benzaldehyde O-methyloxime). Yield: 48.5%. As a reaction SMILES: [NH:1]1[CH:5]=[CH:4][N:3]=[CH:2]1.[H-].[Na+].[CH3:8][O:9][N:10]=[C:11](Cl)[C:12]1[CH:17]=[CH:16][CH:15]=[CH:14][C:13]=1[O:18][CH2:19][C:20]1[CH:25]=[CH:24][C:23]([Cl:26])=[CH:22][C:21]=1[Cl:27].CCOCC>CN(C=O)C>[CH3:8][O:9][N:10]=[C:11]([N:1]1[CH:5]=[CH:4][N:3]=[CH:2]1)[C:12]1[CH:17]=[CH:16][CH:15]=[CH:14][C:13]=1[O:18][CH2:19][C:20]1[CH:25]=[CH:24][C:23]([Cl:26])=[CH:22][C:21]=1[Cl:27] |f:1.2|. Procedure details: Imidazole (2.04 g) was dissolved in DMF (30 ml), and 60% sodium hydride (1.20 g) was added. The mixture was stirred at room temperature for 10 minutes, then α-chloro-2-(2,4-dichlorobenzyloxy)benzaldehyde O-methyloxime (5.17 g) was added, and the mixture was stirred at 120° C. for 2 hours. After completion of the reaction, ether (200 ml) was added, and the mixture was washed with brine (200 ml) twice, dried over anhydrous magnesium sulfate and concentrated under reduced pressure. The resulting cr... The reactants are ClC1=C(OC=2C(=NC=CC2)OCC(=O)OC)C=C(C(=C1)F)N1C(N(C(=CC1=O)C(F)(F)F)C)=O (3-{2-chloro-4-fluoro-5-[3-methyl-2,6-dioxo-4-(trifluoromethyl)-1,2,3,6-tetrahydropyrimidin-1-yl]phenoxy}-2-(methoxycarbonyl)methoxypyridine), ClC1=C(OC=2C(=NC=CC2)OCC(=O)OC)C=C(C(=C1)F)N1C(N(C(=CC1=O)C(F)(F)F)C)=O (3-{2-chloro-4-fluoro-5-[3-methyl-2,6-dioxo-4-(trifluoromethyl)-1,2,3,6-tetrahydropyrimidin-1-yl]phenoxy}-2-(methoxycarbonyl)methoxypyridine), C([O-])([O-])=O.[Na+].[Na+] (sodium carbonate), C(C1=CC=CC=C1)O (benzyl alcohol). Run in C1(=CC=CC=C1)C (toluene). Reaction conditions: temperature 90 celsius. The product is ClC1=C(OC=2C(=NC=CC2)OCC(=O)OCC2=CC=CC=C2)C=C(C(=C1)F)N1C(N(C(=CC1=O)C(F)(F)F)C)=O (3-{2-chloro-4-fluoro-5-[3-methyl-2,6-dioxo-4-(trifluoromethyl)-1,2,3,6-tetrahydropyrimidin-1-yl]phenoxy}-2-(benzyloxycarbonyl)methoxypyridine). Yield: 34.8%. RXN SMILES: [Cl:1][C:2]1[CH:20]=[C:19]([F:21])[C:18]([N:22]2[C:27](=[O:28])[CH:26]=[C:25]([C:29]([F:32])([F:31])[F:30])[N:24]([CH3:33])[C:23]2=[O:34])=[CH:17][C:3]=1[O:4][C:5]1[C:6]([O:11][CH2:12][C:13]([O:15][CH3:16])=[O:14])=[N:7][CH:8]=[CH:9][CH:10]=1.C(=O)([O-])[O-].[Na+].[Na+].C(O)[C:42]1[CH:47]=[CH:46][CH:45]=[CH:44][CH:43]=1>C1(C)C=CC=CC=1>[Cl:1][C:2]1[CH:20]=[C:19]([F:21])[C:18]([N:22]2[C:27](=[O:28])[CH:26]=[C:25]([C:29]([F:32])([F:31])[F:30])[N:24]([CH3:33])[C:23]2=[O:34])=[CH:17][C:3]=1[O:4][C:5]1[C:6]([O:11][CH2:12][C:13]([O:15][CH2:16][C:42]2[CH:47]=[CH:46][CH:45]=[CH:44][CH:43]=2)=[O:14])=[N:7][CH:8]=[CH:9][CH:10]=1 |f:1.2.3|. Procedure: A mixture of 0.60 g of 3-{2-chloro-4-fluoro-5-[3-methyl-2,6-dioxo-4-(trifluoromethyl)-1,2,3,6-tetrahydropyrimidin-1-yl]phenoxy}-2-(methoxycarbonyl)methoxypyridine [present compound 7-7], 0.13 g of sodium carbonate, 0.39 g of benzyl alcohol and 2.4 ml of toluene was heated at 90° C. for 2 hours, then under reflux for 2 hours. It was cooled to room temperature, then, the solvent was distilled off under reduced pressure, and the resulted residue was subjected to silica gel chromatography to obtain ...